describe an organic reaction: reactants, conditions, products, and yield From a dataset of the Open Reaction Database (ORD), a public repository of structured organic reaction records. The reactants are CCOC(=O)CNc1ccc(Br)c(Cl)c1, C[Al](C)C, Cc1ccccc1, NCCN. Yields the product Clc1cc(NCC2=NCCN2)ccc1Br. Reaction SMILES: [CH2:9]([O:10][C:12](=[O:11])[CH2:13][NH:14][c:15]1[cH:16][c:17]([Cl:22])[c:18]([Br:21])[cH:19][cH:20]1)[CH3:23].[CH3:1][Al:2]([CH3:3])[CH3:4].[CH3:24][c:25]1[cH:26][cH:27][cH:28][cH:29][cH:30]1.[NH2:5][CH2:6][CH2:7][NH2:8]>>[NH:5]1[CH2:6][CH2:7][N:8]=[C:12]1[CH2:13][NH:14][c:15]1[cH:16][c:17]([Cl:22])[c:18]([Br:21])[cH:19][cH:20]1. Reactants: CCN1CCOCC1, NC(=O)CC(NC(=O)OCc1ccccc1)C(=O)O, C(=NC1CCCCC1)=NC1CCCCC1, NC(Cc1ccccc1)C(O)CNC(=O)C1CCCN1Cc1ccccc1, Oc1cccc2[nH]nnc12. Product: NC(=O)CC(NC(=O)OCc1ccccc1)C(=O)NC(Cc1ccccc1)C(O)CNC(=O)C1CCCN1Cc1ccccc1. Reaction SMILES: [CH2:26]([N:27]1[CH2:28][CH2:29][O:30][CH2:31][CH2:32]1)[CH3:33].[CH2:61]([c:62]1[cH:63][cH:64][cH:65][cH:66][cH:67]1)[O:68][C:69](=[O:70])[NH:71][CH:72]([CH2:73][C:74]([NH2:75])=[O:76])[C:77](=[O:78])[OH:79].[CH:1]1([N:2]=[C:3]=[N:4][CH:5]2[CH2:6][CH2:7][CH2:8][CH2:9][CH2:10]2)[CH2:11][CH2:12][CH2:13][CH2:14][CH2:15]1.[NH2:34][CH:35]([CH:36]([CH2:37][NH:38][C:39]([CH:40]1[N:41]([CH2:45][c:46]2[cH:47][cH:48][cH:49][cH:50][cH:51]2)[CH2:42][CH2:43][CH2:44]1)=[O:52])[OH:53])[CH2:54][c:55]1[cH:56][cH:57][cH:58][cH:59][cH:60]1.[OH:16][c:17]1[c:18]2[n:19][n:20][nH:21][c:22]2[cH:23][cH:24][cH:25]1>>[NH:34]([CH:35]([CH:36]([CH2:37][NH:38][C:39]([CH:40]1[N:41]([CH2:45][c:46]2[cH:47][cH:48][cH:49][cH:50][cH:51]2)[CH2:42][CH2:43][CH2:44]1)=[O:52])[OH:53])[CH2:54][c:55]1[cH:56][cH:57][cH:58][cH:59][cH:60]1)[C:77]([CH:72]([NH:71][C:69]([O:68][CH2:61][c:62]1[cH:63][cH:64][cH:65][cH:66][cH:67]1)=[O:70])[CH2:73][C:74]([NH2:75])=[O:76])=[O:78].